Task: describe an organic reaction: reactants, conditions, products, and yield. Dataset: the Open Reaction Database (ORD), a public repository of structured organic reaction records The reactants are OC1=C(C(=O)OC)C=CC(=C1CCC)OC (methyl 2-hydroxy-3-n-propyl-4-methoxybenzoate), Cl (hydrochloric acid), [K] (potassium), ClCOCCl (Chloromethyl ether). Run in O1CCCC1 (tetrahydrofuran), O1CCCC1 (tetrahydrofuran). Run at time 20 minute. Product: COCOC1=C(C(=O)OC)C=CC(=C1CCC)OC (methyl 2-methoxymethoxy-3-n-propyl-4-methoxybenzoate). RXN SMILES: [K].[OH:2][C:3]1[C:12]([CH2:13][CH2:14][CH3:15])=[C:11]([O:16][CH3:17])[CH:10]=[CH:9][C:4]=1[C:5]([O:7][CH3:8])=[O:6].Cl[CH2:19][O:20][CH2:21]Cl.Cl>O1CCCC1>[CH3:19][O:20][CH2:21][O:2][C:3]1[C:12]([CH2:13][CH2:14][CH3:15])=[C:11]([O:16][CH3:17])[CH:10]=[CH:9][C:4]=1[C:5]([O:7][CH3:8])=[O:6] |^1:0|. Procedure details: In argon atmosphere, a solution of potassium t-buthoxide (18.7 g) in tetrahydrofuran (200 ml) was cooled to 0° C., and to this solution was added dropwise a solution of methyl 2-hydroxy-3-n-propyl-4-methoxybenzoate (28 g) in tetrahydrofuran (100 ml) in 10 minutes, and the mixture was agitated for another 20 minutes. Chloromethyl ether (19.0 ml) was added thereto, and the mixture was agitated at 0° C. for 50 minutes. The reaction mixture was poured into 1N aqueous hydrochloric acid, and extracted... Reactants: O=C([O-])[O-], COC(=O)c1ccc(C2CC2)c(Cl)n1, c1ccc(-c2ccccc2P(C2CCCCC2)C2CCCCC2)cc1, [K+], [K+], Nc1ccc(Cl)cc1Cl, C1COCCO1. Yields the product COC(=O)c1ccc(C2CC2)c(Nc2ccc(Cl)cc2Cl)n1. RXN SMILES: [C:49](=[O:50])([O-:51])[O-:52].[CH3:26][O:27][C:28](=[O:29])[c:30]1[n:31][c:32]([Cl:39])[c:33]([CH:36]2[CH2:37][CH2:38]2)[cH:34][cH:35]1.[CH:1]1([P:2]([CH:3]2[CH2:4][CH2:5][CH2:6][CH2:7][CH2:8]2)[c:9]2[cH:10][cH:11][cH:12][cH:13][c:14]2-[c:15]2[cH:16][cH:17][cH:18][cH:19][cH:20]2)[CH2:21][CH2:22][CH2:23][CH2:24][CH2:25]1.[K+:53].[K+:54].[NH2:40][c:41]1[cH:42][cH:43][c:44]([Cl:45])[cH:46][c:47]1[Cl:48].[O:55]1[CH2:56][CH2:57][O:58][CH2:59][CH2:60]1>>[CH3:26][O:27][C:28](=[O:29])[c:30]1[n:31][c:32]([NH:40][c:41]2[cH:42][cH:43][c:44]([Cl:45])[cH:46][c:47]2[Cl:48])[c:33]([CH:36]2[CH2:37][CH2:38]2)[cH:34][cH:35]1. Reactants: CC(C)N(C(=O)OC(C)(C)C)C1CC=C(c2c[nH]c3cc(NC(=N)c4cccs4)ccc23)CC1, Cl. Yields the product CC(C)NC1CC=C(c2c[nH]c3cc(NC(=N)c4cccs4)ccc23)CC1. Reaction SMILES: [CH:1]([CH3:2])([CH3:3])[N:4]([C:5](=[O:6])[O:7][C:8]([CH3:9])([CH3:10])[CH3:11])[CH:12]1[CH2:13][CH:14]=[C:15]([c:18]2[cH:19][nH:20][c:21]3[cH:22][c:23]([NH:27][C:28](=[NH:29])[c:30]4[s:31][cH:32][cH:33][cH:34]4)[cH:24][cH:25][c:26]23)[CH2:16][CH2:17]1.[ClH:35]>>[CH:1]([CH3:2])([CH3:3])[NH:4][CH:12]1[CH2:13][CH:14]=[C:15]([c:18]2[cH:19][nH:20][c:21]3[cH:22][c:23]([NH:27][C:28](=[NH:29])[c:30]4[s:31][cH:32][cH:33][cH:34]4)[cH:24][cH:25][c:26]23)[CH2:16][CH2:17]1. The reactants are CO (methanol), FC1=CC(=C(C(=O)O)C=C1O)[N+](=O)[O-] (4-fluoro-5-hydroxy-2-nitrobenzoic acid), S(O)(O)(=O)=O (Sulfuric acid). Run at temperature 12.5 celsius, time 13.5 hour. The product is desired product, FC1=CC(=C(C(=O)OC)C=C1O)[N+](=O)[O-] (methyl 4-fluoro-5-hydroxy-2-nitrobenzoate). The yield is 85.0%. Reaction SMILES: [F:1][C:2]1[C:10]([OH:11])=[CH:9][C:5]([C:6]([OH:8])=[O:7])=[C:4]([N+:12]([O-:14])=[O:13])[CH:3]=1.S(=O)(=O)(O)O.[CH3:20]O>>[F:1][C:2]1[C:10]([OH:11])=[CH:9][C:5]([C:6]([O:8][CH3:20])=[O:7])=[C:4]([N+:12]([O-:14])=[O:13])[CH:3]=1. Reported procedure: Starting material 4-fluoro-5-hydroxy-2-nitrobenzoic acid, 68 g, 0.34 mol, 1.0 eq) and methanol (140 mL) were charging into a reactor under nitrogen. The solution was cooled to 10-15° C. Sulfuric acid (120 g, 1.2 mol, 3.5 eq) was added at a rate that the internal temperature was below 30° C. The reaction mixture was'refluxed at 65-75° C. for 12-15 hour until HPLC sample showed the conversion was higher than 96%. The mixture was concentrated to minimum volume and the residue was charged into cold ...